From a dataset of the Open Reaction Database (ORD), a public repository of structured organic reaction records. describe an organic reaction: reactants, conditions, products, and yield The reactants are COC(=O)C1N(C(=O)OC(C)(C)C)CC(F)(F)C1(C)C, CO, [Li+], [OH-], O. Product: CC(C)(C)OC(=O)N1CC(F)(F)C(C)(C)C1C(=O)O. As a reaction SMILES: [CH3:1][O:2][C:3]([CH:4]1[N:5]([C:13](=[O:14])[O:15][C:16]([CH3:17])([CH3:18])[CH3:19])[CH2:6][C:7]([F:11])([F:12])[C:8]1([CH3:9])[CH3:10])=[O:20].[CH3:23][OH:24].[Li+:22].[OH-:21].[OH2:25]>>[O:2]=[C:3]([CH:4]1[N:5]([C:13](=[O:14])[O:15][C:16]([CH3:17])([CH3:18])[CH3:19])[CH2:6][C:7]([F:11])([F:12])[C:8]1([CH3:9])[CH3:10])[OH:20]. Starting materials: CC1(OC2=C(C(=C(C(=C2C=C1)C)C)C)C)COC1=CC=C(C=C1)[N+](=O)[O-] (2,5,6,7,8-pentamethyl-2-(4-nitrophenoxymethyl)-2H-chromene), CO (methanol). Reagents/catalysts: [Pd] (palladium-on-carbon). The solvent is C1=CC=CC=C1 (benzene). Product: NC1=CC=C(OCC2(OC3=C(C(=C(C(=C3CC2)C)C)C)C)C)C=C1 (2-(4-Aminophenoxymethyl)-2,5,6,7,8-pentamethylchroman). The yield is 74.3%. RXN SMILES: [CH3:1][C:2]1([CH2:16][O:17][C:18]2[CH:23]=[CH:22][C:21]([N+:24]([O-])=O)=[CH:20][CH:19]=2)[CH:11]=[CH:10][C:9]2[C:4](=[C:5]([CH3:15])[C:6]([CH3:14])=[C:7]([CH3:13])[C:8]=2[CH3:12])[O:3]1.CO>[Pd].C1C=CC=CC=1>[NH2:24][C:21]1[CH:22]=[CH:23][C:18]([O:17][CH2:16][C:2]2([CH3:1])[CH2:11][CH2:10][C:9]3[C:4](=[C:5]([CH3:15])[C:6]([CH3:14])=[C:7]([CH3:13])[C:8]=3[CH3:12])[O:3]2)=[CH:19][CH:20]=1. Reported procedure: Following a procedure similar to that described in Preparation 4, 760 mg of 2,5,6,7,8-pentamethyl-2-(4-nitrophenoxymethyl)-2H-chromene (prepared as described in Preparation 31) were hydrogenated, using 100 mg of 10% w/w palladium-on-carbon, 20 ml of methanol and 70 ml of benzene, at atmospheric pressure, to afford 520 mg of the title compound as a pale yellow oil. Starting materials: COCN(c1cc(Cl)cnc1C(O)c1cccc2c1OCCN2C(=O)OC(C)(C)C)S(=O)(=O)c1ccc(Cl)c(C(F)(F)F)c1, C1COCCO1, O=[Mn]=O. Product: COCN(c1cc(Cl)cnc1C(=O)c1cccc2c1OCCN2C(=O)OC(C)(C)C)S(=O)(=O)c1ccc(Cl)c(C(F)(F)F)c1. Reaction SMILES: [C:1]([CH3:2])([CH3:3])([CH3:4])[O:5][C:6](=[O:7])[N:8]1[CH2:9][CH2:10][O:11][c:12]2[c:13]1[cH:14][cH:15][cH:16][c:17]2[CH:18]([OH:19])[c:20]1[n:21][cH:22][c:23]([Cl:44])[cH:24][c:25]1[N:26]([CH2:27][O:28][CH3:29])[S:30](=[O:31])(=[O:32])[c:33]1[cH:34][c:35]([C:40]([F:41])([F:42])[F:43])[c:36]([Cl:39])[cH:37][cH:38]1.[O:45]1[CH2:46][CH2:47][O:48][CH2:49][CH2:50]1.[O:51]=[Mn:52]=[O:53]>>[C:1]([CH3:2])([CH3:3])([CH3:4])[O:5][C:6](=[O:7])[N:8]1[CH2:9][CH2:10][O:11][c:12]2[c:13]1[cH:14][cH:15][cH:16][c:17]2[C:18](=[O:19])[c:20]1[n:21][cH:22][c:23]([Cl:44])[cH:24][c:25]1[N:26]([CH2:27][O:28][CH3:29])[S:30](=[O:31])(=[O:32])[c:33]1[cH:34][c:35]([C:40]([F:41])([F:42])[F:43])[c:36]([Cl:39])[cH:37][cH:38]1. The reactants are C(C1=CC=CC=C1)C1=C(C=C(COC2OCCCC2)C=C1)C (2-(4-benzyl-3-methylbenzyloxy)tetrahydropyran), Cl (hydrochloric acid). The solvent is CO (methanol). Conditions: time 1 hour. Product: C(C1=CC=CC=C1)C1=C(C=C(CO)C=C1)C (4-benzyl-3-methylbenzyl alcohol). The yield is 100.0%. RXN SMILES: [CH2:1]([C:8]1[CH:21]=[CH:20][C:11]([CH2:12][O:13]C2CCCCO2)=[CH:10][C:9]=1[CH3:22])[C:2]1[CH:7]=[CH:6][CH:5]=[CH:4][CH:3]=1.Cl>CO>[CH2:1]([C:8]1[CH:21]=[CH:20][C:11]([CH2:12][OH:13])=[CH:10][C:9]=1[CH3:22])[C:2]1[CH:3]=[CH:4][CH:5]=[CH:6][CH:7]=1. Procedure details: 2-(4-benzyl-3-methylbenzyloxy)tetrahydropyran (2.9 g, 0.01 mol) was dissolved in methanol (50 ml). To the obtained solution was added 10% hydrochloric acid (10 ml), and the mixture was stirred at room temperature for 1 hour. After distilling methanol, saturated aqueous sodium chloride solution was added, and the mixture was extracted with etyl acetate. After washing with saturated aqueous sodium hydrogencarbonate solution, water and saturated aqueous sodium chloride solution, the extract was dri... The reactants are C(C1=CC=CC=C1)OC(=O)N1C(CC(CC1)OC(=O)NCCO)C1=C(C=CC=C1)C (1-benzyloxycarbonyl-4-(2-hydroxyethylaminocarbonyloxy)-2-(2-methylphenyl)piperidine). Reagents/catalysts: [C].[Pd] (palladium-carbon). The solvent is CO (methanol). Conditions: time 14 hour. Yields the product OCCNC(=O)OC1CC(NCC1)C1=C(C=CC=C1)C (4-(2-hydroxyethylaminocarbonyloxy)-2-(2-methylphenyl)piperidine). Isolated yield 98.0%. RXN SMILES: C(OC([N:11]1[CH2:16][CH2:15][CH:14]([O:17][C:18]([NH:20][CH2:21][CH2:22][OH:23])=[O:19])[CH2:13][CH:12]1[C:24]1[CH:29]=[CH:28][CH:27]=[CH:26][C:25]=1[CH3:30])=O)C1C=CC=CC=1>CO.[C].[Pd]>[OH:23][CH2:22][CH2:21][NH:20][C:18]([O:17][CH:14]1[CH2:15][CH2:16][NH:11][CH:12]([C:24]2[CH:29]=[CH:28][CH:27]=[CH:26][C:25]=2[CH3:30])[CH2:13]1)=[O:19] |f:2.3|. Procedure: In 30 ml of methanol was dissolved 1.33 g of 1-benzyloxycarbonyl-4-(2-hydroxyethylaminocarbonyloxy)-2-(2-methylphenyl)piperidine, and added thereto was 70 mg of 10% palladium-carbon, and the mixture was stirred at room temperature for 14 hours under hydrogen atmosphere. After insoluble matters were removed by filtration, the filtrate was concentrated, to give 880 mg of 4-(2-hydroxyethylaminocarbonyloxy)-2-(2-methylphenyl)piperidine as shown in Table 135 below. Starting materials: C(C)(=O)O[C@H]1C(O)O[C@@H]([C@H]([C@@H]1OC(C)=O)OC(C)=O)COC(C)=O (2,3,4,6-tetra-O-acetylglucopyranose), C1(=CC=CC=C1)P(C1=CC=CC=C1)C1=CC=CC=C1 (triphenylphosphine), CCOC(=O)/N=N/C(=O)OCC (DEAD). The solvent is O1CCCC1 (tetrahydrofuran). Conditions: temperature -78 celsius, time 15 hour. Yields the product C1(=CC=CC=C1)P(C1=CC=CC=C1)(C1=CC=CC=C1)=O (triphenylphosphine oxide). As a reaction SMILES: C(O[C@@H]1[C@@H](OC(=O)C)[C@H](OC(=O)C)[C@@H](COC(=O)C)OC1O)(=[O:3])C.[C:25]1([P:31]([C:38]2[CH:43]=[CH:42][CH:41]=[CH:40][CH:39]=2)[C:32]2[CH:37]=[CH:36][CH:35]=[CH:34][CH:33]=2)[CH:30]=[CH:29][CH:28]=[CH:27][CH:26]=1.CCOC(/N=N/C(OCC)=O)=O>O1CCCC1>[C:38]1([P:31](=[O:3])([C:25]2[CH:26]=[CH:27][CH:28]=[CH:29][CH:30]=2)[C:32]2[CH:37]=[CH:36][CH:35]=[CH:34][CH:33]=2)[CH:39]=[CH:40][CH:41]=[CH:42][CH:43]=1. Procedure details: To a solution of the compound of Preparation A (0.927 mmol), dissolved in 40 ml of dry tetrahydrofuran, there are added 2,3,4,6-tetra-O-acetylglucopyranose (1.95 mmol) and triphenylphosphine (1.95 mmol). The reaction mixture is cooled to −78° C., and then DEAD (1.95 mmol) is added dropwise. The temperature is slowly raised to ambient temperature, and the reaction mixture is then stirred for a further 15 hours. After hydrolysis, the organic product is extracted with ethyl acetate. The organic pha... Reactants: O=C([O-])[O-], O=C(O)C=Cc1ccc(Cl)c(Cl)c1, [Cs+], [Cs+], CN(C)C=O. The product is COC(=O)C=Cc1ccc(Cl)c(Cl)c1. Reaction SMILES: [C:14](=[O:15])([O-:16])[O-:17].[Cl:1][c:2]1[cH:3][c:4]([CH:9]=[CH:10][C:11](=[O:12])[OH:13])[cH:5][cH:6][c:7]1[Cl:8].[Cs+:18].[Cs+:19].[O:20]=[CH:21][N:22]([CH3:23])[CH3:24]>>[Cl:1][c:2]1[cH:3][c:4]([CH:9]=[CH:10][C:11](=[O:12])[O:13][CH3:14])[cH:5][cH:6][c:7]1[Cl:8].